Dataset: the Open Reaction Database (ORD), a public repository of structured organic reaction records. Task: describe an organic reaction: reactants, conditions, products, and yield Starting materials: COC(=O)C(Cc1cc(C)c2[nH]nnc2c1)NC(=O)OCc1ccccc1, CO, O=CO. Product: COC(=O)C(N)Cc1cc(C)c2[nH]nnc2c1. Reaction SMILES: [CH3:1][O:2][C:3](=[O:4])[CH:5]([CH2:6][c:7]1[cH:8][c:9]2[c:10]([nH:11][n:12][n:13]2)[c:14]([CH3:16])[cH:15]1)[NH:17][C:18](=[O:19])[O:20][CH2:21][c:22]1[cH:23][cH:24][cH:25][cH:26][cH:27]1.[CH3:31][OH:32].[CH:28]([OH:29])=[O:30]>>[CH3:1][O:2][C:3](=[O:4])[CH:5]([CH2:6][c:7]1[cH:8][c:9]2[c:10]([nH:11][n:12][n:13]2)[c:14]([CH3:16])[cH:15]1)[NH2:17].